From a dataset of the Open Reaction Database (ORD), a public repository of structured organic reaction records. describe an organic reaction: reactants, conditions, products, and yield Starting materials: [Na].OC=CC#N (sodium 3-hydroxyacrylonitrile), C(C)(=O)O.N1CCOCC1 (morpholine acetate), N1CCOCC1 (morpholine), C(C)(=O)O (acetic acid). Solvent: C(C)#N (acetonitrile). Conditions: temperature 65 celsius. Yields the product N1C(COCC1)C=CC#N (3-morpholine acrylonitrile). The yield is 75.3%. RXN SMILES: [Na].O[CH:3]=[CH:4][C:5]#[N:6].C(O)(=O)C.[NH:11]1[CH2:16][CH2:15][O:14][CH2:13][CH2:12]1.N1CCOCC1.C(O)(=O)C>C(#N)C>[NH:11]1[CH2:16][CH2:15][O:14][CH2:13][CH:12]1[CH:3]=[CH:4][C:5]#[N:6] |f:0.1,2.3,^1:0|. Procedure: 30.3 g (0.25 mol) of sodium-3-hydroxyacrylonitrile (content 75%) is added to a solution of morpholine acetate (prepared from 26.1 g (0.3 mol) of morpholine and 18 g (0.3 mol) of acetic acid) in 200 ml of acetonitrile and is heated for 8 h at 65° C. After working up as in Example 55, 26.0 g (75.4%) of 3-morpholine acrylonitrile was obtained. The reactants are C(#N)C=1C(=C2C=CN(C2=CC1)CC(NO)=N)C(F)(F)F (2-[5-cyano-4-(trifluoromethyl)-1H-indol-1-yl]-N-hydroxyethanimidamide), ClC=1C=C(C(=O)O)C=CC1OC(F)(F)F (3-chloro-4-[(trifluoromethyl)oxy]benzoic acid). Product: ClC=1C=C(C=CC1OC(F)(F)F)C1=NC(=NO1)CN1C=CC2=C(C(=CC=C12)C#N)C(F)(F)F (1-[(5-{3-Chloro-4-[(trifluoromethyl)oxy]phenyl}-1,2,4-oxadiazol-3-yl)methyl]-4-(trifluoromethyl)-1H-indole-5-carbonitrile). RXN SMILES: [C:1]([C:3]1[C:4]([C:17]([F:20])([F:19])[F:18])=[C:5]2[C:9](=[CH:10][CH:11]=1)[N:8]([CH2:12][C:13](=[NH:16])[NH:14][OH:15])[CH:7]=[CH:6]2)#[N:2].[Cl:21][C:22]1[CH:23]=[C:24]([CH:28]=[CH:29][C:30]=1[O:31][C:32]([F:35])([F:34])[F:33])[C:25](O)=O>>[Cl:21][C:22]1[CH:23]=[C:24]([C:25]2[O:15][N:14]=[C:13]([CH2:12][N:8]3[C:9]4[C:5](=[C:4]([C:17]([F:19])([F:20])[F:18])[C:3]([C:1]#[N:2])=[CH:11][CH:10]=4)[CH:6]=[CH:7]3)[N:16]=2)[CH:28]=[CH:29][C:30]=1[O:31][C:32]([F:33])([F:34])[F:35]. Reported procedure: Synthesized as described in Example 241 from 2-[5-cyano-4-(trifluoromethyl)-1H-indol-1-yl]-N-hydroxyethanimidamide and 3-chloro-4-[(trifluoromethyl)oxy]benzoic acid: MS (APCl) m/z 488 (M+1). Reactants: Cn1ncc(C(=O)O)c1C(F)(F)F, NCC1CC2CC2N1C(=O)c1nc(N)sc1-c1cccc(F)c1. The product is Cn1ncc(C(=O)NCC2CC3CC3N2C(=O)c2nc(N)sc2-c2cccc(F)c2)c1C(F)(F)F. Reaction SMILES: [CH3:24][n:25]1[n:26][cH:27][c:28]([C:34](=[O:35])[OH:36])[c:29]1[C:30]([F:31])([F:32])[F:33].[NH2:1][c:2]1[s:3][c:4](-[c:17]2[cH:18][c:19]([F:23])[cH:20][cH:21][cH:22]2)[c:5]([C:7](=[O:8])[N:9]2[CH:10]3[CH2:11][CH:12]3[CH2:13][CH:14]2[CH2:15][NH2:16])[n:6]1>>[NH2:1][c:2]1[s:3][c:4](-[c:17]2[cH:18][c:19]([F:23])[cH:20][cH:21][cH:22]2)[c:5]([C:7](=[O:8])[N:9]2[CH:10]3[CH2:11][CH:12]3[CH2:13][CH:14]2[CH2:15][NH:16][C:34]([c:28]2[cH:27][n:26][n:25]([CH3:24])[c:29]2[C:30]([F:31])([F:32])[F:33])=[O:35])[n:6]1.